Dataset: the Open Reaction Database (ORD), a public repository of structured organic reaction records. Task: describe an organic reaction: reactants, conditions, products, and yield Reactants: C(C)OC(=O)CN(C(=O)C(CCC(=O)OCC1=CC=CC=C1)CS(=O)(=O)C1=CC2=CC=CC=C2C=C1)CCCCC (benzyl 4-(N-ethoxycarbonylmethyl-N-pentylcarbamoyl)-5-(2-naphthylsulfonyl)pentanoate). Reagents/catalysts: [Pd] (Pd-C). Run in C(C)O (ethanol). Run at time 60 hour. Product: C(C)OC(=O)CN(C(=O)C(CCC(=O)O)CS(=O)(=O)C1=CC2=CC=CC=C2C=C1)CCCCC (4-(N-ethoxycarbonylmethyl-N-pentylcarbamoyl)-5-(2-naphthylsulfonyl)pentanoic acid). Yield: 100.6%. As a reaction SMILES: [CH2:1]([O:3][C:4]([CH2:6][N:7]([CH2:37][CH2:38][CH2:39][CH2:40][CH3:41])[C:8]([CH:10]([CH2:23][S:24]([C:27]1[CH:36]=[CH:35][C:34]2[C:29](=[CH:30][CH:31]=[CH:32][CH:33]=2)[CH:28]=1)(=[O:26])=[O:25])[CH2:11][CH2:12][C:13]([O:15]CC1C=CC=CC=1)=[O:14])=[O:9])=[O:5])[CH3:2]>C(O)C.[Pd]>[CH2:1]([O:3][C:4]([CH2:6][N:7]([CH2:37][CH2:38][CH2:39][CH2:40][CH3:41])[C:8]([CH:10]([CH2:23][S:24]([C:27]1[CH:36]=[CH:35][C:34]2[C:29](=[CH:30][CH:31]=[CH:32][CH:33]=2)[CH:28]=1)(=[O:26])=[O:25])[CH2:11][CH2:12][C:13]([OH:15])=[O:14])=[O:9])=[O:5])[CH3:2]. Procedure: To a solution of benzyl 4-(N-ethoxycarbonylmethyl-N-pentylcarbamoyl)-5-(2-naphthylsulfonyl)pentanoate (200 mg) in ethanol (10 ml) was added 10% Pd-C (20 mg), and the mixture was hydrogenolyzed at atmospheric pressure for 60 hours. After the catalyst was filtered off, the filtrate was concentrated in vacuo. The residue was purified by flash column chromatography on silica eluting with chloroform/methanol (10:1), and recrystallized from isopropyl ether-hexane to give 170 mg of 4-(N-ethoxycarbonylm... Starting materials: C(Cl)(Cl)Cl.CO.N (chloroform methanol ammonia), FC(CN=C=S)(F)F (Trifluoroethylisothiocyanate), FC(CN=C(NC=1SC=C(N1)CCCCN)N)(F)F (2-[2-(2,2,2-trifluoroethyl)guanidino]-4-(4-aminobutyl)thiazole). Run in C(C)#N (acetonitrile), C(C)#N (acetonitrile). Run at time 2 hour. Yields the product FC(CN=C(NC=1SC=C(N1)CCCCNC(=S)NCC(F)(F)F)N)(F)F (2-[2-(2,2,2-trifluoroethyl)-guanidino]-4-(4-[3-(2,2,2-trifluoroethyl)thioureido]butyl)-thiazole). RXN SMILES: [F:1][C:2]([F:8])([F:7])[CH2:3][N:4]=[C:5]=[S:6].[F:9][C:10]([F:27])([F:26])[CH2:11][N:12]=[C:13]([NH2:25])[NH:14][C:15]1[S:16][CH:17]=[C:18]([CH2:20][CH2:21][CH2:22][CH2:23][NH2:24])[N:19]=1.C(Cl)(Cl)Cl.CO.N>C(#N)C>[F:27][C:10]([F:9])([F:26])[CH2:11][N:12]=[C:13]([NH2:25])[NH:14][C:15]1[S:16][CH:17]=[C:18]([CH2:20][CH2:21][CH2:22][CH2:23][NH:24][C:5]([NH:4][CH2:3][C:2]([F:8])([F:7])[F:1])=[S:6])[N:19]=1 |f:2.3.4|. Procedure details: Trifluoroethylisothiocyanate (0.2 g.) in acetonitrile (6 ml.) was added to a solution of 2-[2-(2,2,2-trifluoroethyl)guanidino]-4-(4-aminobutyl)thiazole (0.5 g.) in acetonitrile (10 ml.), and the mixture was allowed to stand at room temperature for 2 hours. The residue obtained on evaporation of the solvent was subjected to preparative thin layer chromatography using chloroform/methanol/ammonia 85:15:0.5 v/v/v for development. The appropriate zone of the chromatogram was isolated and extracted wi... The reactants are CCOC(=O)C(Cc1ccc(OCCc2ccc(Sc3ccccc3)cc2)cc1)OCC, Cl, [Li+], C1CCOC1, [OH-], O. The product is CCOC(Cc1ccc(OCCc2ccc(Sc3ccccc3)cc2)cc1)C(=O)O. RXN SMILES: [CH2:1]([CH3:2])[O:3][C:4]([CH:5]([CH2:6][c:7]1[cH:8][cH:9][c:10]([O:13][CH2:14][CH2:15][c:16]2[cH:17][cH:18][c:19]([S:22][c:23]3[cH:24][cH:25][cH:26][cH:27][cH:28]3)[cH:20][cH:21]2)[cH:11][cH:12]1)[O:29][CH2:30][CH3:31])=[O:32].[ClH:35].[Li+:33].[O:36]1[CH2:37][CH2:38][CH2:39][CH2:40]1.[OH-:34].[OH2:41]>>[O:3]=[C:4]([CH:5]([CH2:6][c:7]1[cH:8][cH:9][c:10]([O:13][CH2:14][CH2:15][c:16]2[cH:17][cH:18][c:19]([S:22][c:23]3[cH:24][cH:25][cH:26][cH:27][cH:28]3)[cH:20][cH:21]2)[cH:11][cH:12]1)[O:29][CH2:30][CH3:31])[OH:32]. Starting materials: C(C)(C)(C)OC(N(CC1CNCCC1C1=CC=CC=C1)[C@H](C)C1=CC=CC2=CC=CC=C12)=O (tert-butyl[(1R)-1-(1-naphthyl)ethyl][(4-phenylpiperidin-3-yl)methyl]carbamate), C(O)([O-])=O.[Na+] (sodium hydrogen carbonate), ClC(=O)OC1=CC=C(C(=O)OC)C=C1 (methyl 4-[(chlorocarbonyl)oxy]benzoate). Run in O (water), C1CCOC1 (THF). Reaction conditions: time 8 hour. The product is C(C)(C)(C)OC(=O)N([C@H](C)C1=CC=CC2=CC=CC=C12)CC1CN(CCC1C1=CC=CC=C1)C(=O)OC1=CC=C(C=C1)C(=O)OC (4-(methoxycarbonyl)phenyl 3-({(tert-butoxycarbonyl)[(1R)-1-(1-naphthyl)ethyl]amino}methyl)-4-phenylpiperidine-1-carboxylate). The yield is 105.9%. RXN SMILES: [C:1]([O:5][C:6](=[O:33])[N:7]([C@@H:21]([C:23]1[C:32]2[C:27](=[CH:28][CH:29]=[CH:30][CH:31]=2)[CH:26]=[CH:25][CH:24]=1)[CH3:22])[CH2:8][CH:9]1[CH:14]([C:15]2[CH:20]=[CH:19][CH:18]=[CH:17][CH:16]=2)[CH2:13][CH2:12][NH:11][CH2:10]1)([CH3:4])([CH3:3])[CH3:2].C(=O)([O-])O.[Na+].Cl[C:40]([O:42][C:43]1[CH:52]=[CH:51][C:46]([C:47]([O:49][CH3:50])=[O:48])=[CH:45][CH:44]=1)=[O:41]>C1COCC1.O>[C:1]([O:5][C:6]([N:7]([CH2:8][CH:9]1[CH:14]([C:15]2[CH:16]=[CH:17][CH:18]=[CH:19][CH:20]=2)[CH2:13][CH2:12][N:11]([C:40]([O:42][C:43]2[CH:44]=[CH:45][C:46]([C:47]([O:49][CH3:50])=[O:48])=[CH:51][CH:52]=2)=[O:41])[CH2:10]1)[C@@H:21]([C:23]1[C:32]2[C:27](=[CH:28][CH:29]=[CH:30][CH:31]=2)[CH:26]=[CH:25][CH:24]=1)[CH3:22])=[O:33])([CH3:2])([CH3:3])[CH3:4] |f:1.2|. Procedure: To a solution of 238 mg of the crude tert-butyl[(1R)-1-(1-naphthyl)ethyl][(4-phenylpiperidin-3-yl)methyl]carbamate in 3 mL of THF was added 200 mg of sodium hydrogen carbonate while suspending it in 2 mL of water. The reaction mixture was added 170 mg of methyl 4-[(chlorocarbonyl)oxy]benzoate (Fluka). After stirring at room temperature overnight, the mixed solution was extracted with ethyl acetate. The organic layer was washed with water and saturated brine in this order, and dried over anhydrou... Starting materials: [N+](=O)([O-])C=1C=NC2=CC=CC=C2C1NCCCCCNC(C1=CC=CC=C1)=O (N1-{5-[(3-nitroquinolin-4-yl)amino]pentyl}benzamide), S(=O)(=O)([O-])[O-].[Mg+2] (Magnesium sulfate), C(C)OC(OCC)OCC (Triethylorthoformate). The reagents and catalysts are [Pt] (platinum on carbon). Run in C1(=CC=CC=C1)C (toluene), C1(=CC=CC=C1)C (toluene). Reaction conditions: time 8 hour. Product: N1(C=NC=2C=NC=3C=CC=CC3C21)CCCCCNC(C2=CC=CC=C2)=O (N1-[5-(1H-imidazo[4,5-c]quinolin-1-yl)pentyl]benzamide). Yield: 71.9%. As a reaction SMILES: [N+:1]([C:4]1[CH:5]=[N:6][C:7]2[C:12]([C:13]=1[NH:14][CH2:15][CH2:16][CH2:17][CH2:18][CH2:19][NH:20][C:21](=[O:28])[C:22]1[CH:27]=[CH:26][CH:25]=[CH:24][CH:23]=1)=[CH:11][CH:10]=[CH:9][CH:8]=2)([O-])=O.S([O-])([O-])(=O)=O.[Mg+2].[CH2:35](OC(OCC)OCC)C>[Pt].C1(C)C=CC=CC=1>[N:14]1([CH2:15][CH2:16][CH2:17][CH2:18][CH2:19][NH:20][C:21](=[O:28])[C:22]2[CH:27]=[CH:26][CH:25]=[CH:24][CH:23]=2)[C:13]2[C:12]3[CH:11]=[CH:10][CH:9]=[CH:8][C:7]=3[N:6]=[CH:5][C:4]=2[N:1]=[CH:35]1 |f:1.2|. Procedure details: A catalytic amount of platinum on carbon was added to a suspension of N1-{5-[(3-nitroquinolin-4-yl)amino]pentyl}benzamide (5 g, 13.2 mmol) in toluene (250 mL). The reaction mixture was placed under a hydrogen atmosphere at 50 psi (3.4×104 pascals) on a Parr apparatus. After about 2 hours an oily ball had formed in the bottom of the Parr bottle. Magnesium sulfate and additional catalyst were added and the hydrogenation was continued overnight. The reaction mixture was filtered to remove the catal... Reactants: FC1=C(C=C(C(=C1)F)F)N1CCNCC1 (1-(2,4,5-trifluorophenyl)piperazine), ClCCN1C(CC2(CCCC2)CC1=O)=O (8-(2-chloroethyl)-8-azaspiro[4.5]decane-7,9-dione). Run in CCOCC (ether). Run at temperature 160 celsius, time 7 hour. Product: FC1=C(C=C(C(=C1)F)F)N1CCN(CC1)CCN1C(CC2(CCCC2)CC1=O)=O (8-{2-[4-(2,4,5-Trifluorophenyl)piperazin-1-yl]ethyl}-8-azaspiro[4.5]decane-7,9-dione). RXN SMILES: [F:1][C:2]1[CH:7]=[C:6]([F:8])[C:5]([F:9])=[CH:4][C:3]=1[N:10]1[CH2:15][CH2:14][NH:13][CH2:12][CH2:11]1.Cl[CH2:17][CH2:18][N:19]1[C:28](=[O:29])[CH2:27][C:22]2([CH2:26][CH2:25][CH2:24][CH2:23]2)[CH2:21][C:20]1=[O:30]>CCOCC>[F:1][C:2]1[CH:7]=[C:6]([F:8])[C:5]([F:9])=[CH:4][C:3]=1[N:10]1[CH2:11][CH2:12][N:13]([CH2:17][CH2:18][N:19]2[C:20](=[O:30])[CH2:21][C:22]3([CH2:26][CH2:25][CH2:24][CH2:23]3)[CH2:27][C:28]2=[O:29])[CH2:14][CH2:15]1. Reported procedure: A mixture of 1-(2,4,5-trifluorophenyl)piperazine (0.94 g, 4.35 mmol) and 8-(2-chloroethyl)-8-azaspiro[4.5]decane-7,9-dione (1.00 g, 4.35 mmol) was heated with stirring at 160° C. for 7 hours. The residue was partitioned between ethyl acetate (40 mL) and saturated aqueous sodium carbonate (40 mL). The aqueous layer was extracted with ethyl acetate (2×40 mL) and the combined ethyl acetate fractions dried over sodium sulfate. The solvent was removed and the residue was purified by flash chromatogra... Reactants: ClCCl, COC(=O)c1ccccc1S(=O)(=O)N=C=O, COc1nc(N)nc(OC)n1. Yields the product COC(=O)c1ccccc1S(=O)(=O)NC(=O)Nc1nc(OC)nc(OC)n1. RXN SMILES: [CH2:28]([Cl:29])[Cl:30].[CH3:12][O:13][C:14](=[O:15])[c:16]1[c:17]([S:22](=[O:23])(=[O:24])[N:25]=[C:26]=[O:27])[cH:18][cH:19][cH:20][cH:21]1.[NH2:1][c:2]1[n:3][c:4]([O:10][CH3:11])[n:5][c:6]([O:8][CH3:9])[n:7]1>>[NH:1]([c:2]1[n:3][c:4]([O:10][CH3:11])[n:5][c:6]([O:8][CH3:9])[n:7]1)[C:26]([NH:25][S:22]([c:17]1[c:16]([C:14]([O:13][CH3:12])=[O:15])[cH:21][cH:20][cH:19][cH:18]1)(=[O:23])=[O:24])=[O:27].